This data is from the Open Reaction Database (ORD), a public repository of structured organic reaction records. The task is: describe an organic reaction: reactants, conditions, products, and yield The reactants are CC(=O)Oc1ccccc1C(=O)N1N(C2C3CC4CC(C3)CC2C4)C(=O)C1(C)C, O=C([O-])O, CO, [Na+], C1CCOC1, O, O. The product is CC1(C)C(=O)N(C2C3CC4CC(C3)CC2C4)N1C(=O)c1ccccc1O. Reaction SMILES: [C:1](=[O:2])([CH3:3])[O:4][c:5]1[c:6]([C:11](=[O:12])[N:13]2[N:14]([CH:20]3[CH:21]4[CH2:22][CH:23]5[CH2:24][CH:25]([CH2:26][CH:27]3[CH2:28]5)[CH2:29]4)[C:15](=[O:19])[C:16]2([CH3:17])[CH3:18])[cH:7][cH:8][cH:9][cH:10]1.[C:31](=[O:32])([OH:33])[O-:34].[CH3:42][OH:43].[Na+:35].[O:37]1[CH2:38][CH2:39][CH2:40][CH2:41]1.[OH2:30].[OH2:36]>>[OH:4][c:5]1[c:6]([C:11](=[O:12])[N:13]2[N:14]([CH:20]3[CH:21]4[CH2:22][CH:23]5[CH2:24][CH:25]([CH2:26][CH:27]3[CH2:28]5)[CH2:29]4)[C:15](=[O:19])[C:16]2([CH3:17])[CH3:18])[cH:7][cH:8][cH:9][cH:10]1.